This data is from the Open Reaction Database (ORD), a public repository of structured organic reaction records. The task is: describe an organic reaction: reactants, conditions, products, and yield Starting materials: FC(CNC(NC1=NC(=NC=C1)SCCCC(=O)OCC)=S)(F)F (ethyl 4-[4-(3-[2,2,2-trifluoroethyl]thioureido)pyrimid-2-ylthio]butyrate), N (ammonia), mercuric oxide. Run in CN(C)C=O (DMF). Conditions: time 2 hour. The product is FC(CN=C(NC1=NC(=NC=C1)SCCCC(=O)OCC)N)(F)F (ethyl 4-[4-(2-[2,2,2-trifluoroethyl]guanidino)pyrimid-2-ylthio]butyrate). RXN SMILES: [F:1][C:2]([F:24])([F:23])[CH2:3][NH:4][C:5](=S)[NH:6][C:7]1[CH:12]=[CH:11][N:10]=[C:9]([S:13][CH2:14][CH2:15][CH2:16][C:17]([O:19][CH2:20][CH3:21])=[O:18])[N:8]=1.[NH3:25]>CN(C=O)C>[F:1][C:2]([F:24])([F:23])[CH2:3][N:4]=[C:5]([NH2:25])[NH:6][C:7]1[CH:12]=[CH:11][N:10]=[C:9]([S:13][CH2:14][CH2:15][CH2:16][C:17]([O:19][CH2:20][CH3:21])=[O:18])[N:8]=1. Procedure: A mixture of ethyl 4-[4-(3-[2,2,2-trifluoroethyl]thioureido)pyrimid-2-ylthio]butyrate (0.25 g.), DMF (2 ml.), saturated ethanolic ammonia (5 ml.) and yellow mercuric oxide (0.2 g.) was stirred at room temperature for 2 hours and then filtered. The filtrate was evaporated to dryness and the residue recrystallised from EtOAc to give ethyl 4-[4-(2-[2,2,2-trifluoroethyl]guanidino)pyrimid-2-ylthio]butyrate, m.p. 120°-122°. Starting materials: COCC=1C=C(C=NC1)C1=CC=C(C=C1)C(C(=O)O)(C)C (2-(4-(5-(methoxymethyl)pyridine-3-yl)phenyl)-2-methylpropanoic acid), C(C(C)C)N (isobutylamine). Yields the product C(C(C)C)NC(C(C)(C)C1=CC=C(C=C1)C=1C=NC=C(C1)COC)=O (N-isobutyl-2-(4-(5-(methoxymethyl)pyridin-3-yl)phenyl)-2-methylpropanamide). Isolated yield 73.0%. Reaction SMILES: [CH3:1][O:2][CH2:3][C:4]1[CH:5]=[C:6]([C:10]2[CH:15]=[CH:14][C:13]([C:16]([CH3:21])([CH3:20])[C:17]([OH:19])=O)=[CH:12][CH:11]=2)[CH:7]=[N:8][CH:9]=1.[CH2:22]([NH2:26])[CH:23]([CH3:25])[CH3:24]>>[CH2:22]([NH:26][C:17](=[O:19])[C:16]([C:13]1[CH:12]=[CH:11][C:10]([C:6]2[CH:7]=[N:8][CH:9]=[C:4]([CH2:3][O:2][CH3:1])[CH:5]=2)=[CH:15][CH:14]=1)([CH3:21])[CH3:20])[CH:23]([CH3:25])[CH3:24]. Reported procedure: Prepared in a similar manner to example 3 from 2-(4-(5-(methoxymethyl)pyridine-3-yl)phenyl)-2-methylpropanoic acid (example 32a) and isobutylamine. Yield 73%. 1H NMR (400 MHz, DMSO): δ 0.72-0.74 (d, 6H), 1.46 (s, 6H), 1.68 (m, 1H), 2.83 (t, 2H), 3.32 (s, 3H), 4.5 (s, 2H), 7.36 (t, 1H), 7.39-7.42 (d, 2H), 7.66-7.68 (d, 2H), 7.95 (t, 1H), 8.48-8.49 (d,1H), 8.78-8.79 (d, 1H). MS (M+H, 341).